This data is from the Open Reaction Database (ORD), a public repository of structured organic reaction records. The task is: describe an organic reaction: reactants, conditions, products, and yield The reactants are OC1=CC=C2C(=C(C(C2=C1)=O)C=1C=NC=CC1)C1=CC=CC=C1 (6-Hydroxy-3-phenyl-2-(pyridin-3-yl)-1H-inden-1-one), BrC=1C(C2=CC(=CC=C2C1C1=CC=CC=C1)O)=O (2-bromo-6-hydroxy-3-phenyl-1H-inden-1-one), OCCCN1CCN(CC1)C(=O)OC(C)(C)C (tert-butyl 4-(3-hydroxypropyl)piperazine-1-carboxylate). Run at time 19 hour. Product: O=C1C(=C(C2=CC=C(C=C12)OCCCN1CCN(CC1)C(=O)OC(C)(C)C)C1=CC=CC=C1)C=1C=NC=CC1 (tert-Butyl 4-(3-(1-oxo-3-phenyl-2-(pyridin-3-yl)-1H-inden-6-yloxy)propyl)piperazine-1-carboxylate). Isolated yield 45.0%. Reaction SMILES: [OH:1][C:2]1[CH:10]=[C:9]2[C:5]([C:6]([C:18]3[CH:23]=[CH:22][CH:21]=[CH:20][CH:19]=3)=[C:7]([C:12]3[CH:13]=[N:14][CH:15]=[CH:16][CH:17]=3)[C:8]2=[O:11])=[CH:4][CH:3]=1.BrC1C(=O)C2C(C=1C1C=CC=CC=1)=CC=C(O)C=2.O[CH2:43][CH2:44][CH2:45][N:46]1[CH2:51][CH2:50][N:49]([C:52]([O:54][C:55]([CH3:58])([CH3:57])[CH3:56])=[O:53])[CH2:48][CH2:47]1>>[O:11]=[C:8]1[C:9]2[C:5](=[CH:4][CH:3]=[C:2]([O:1][CH2:43][CH2:44][CH2:45][N:46]3[CH2:51][CH2:50][N:49]([C:52]([O:54][C:55]([CH3:56])([CH3:58])[CH3:57])=[O:53])[CH2:48][CH2:47]3)[CH:10]=2)[C:6]([C:18]2[CH:19]=[CH:20][CH:21]=[CH:22][CH:23]=2)=[C:7]1[C:12]1[CH:13]=[N:14][CH:15]=[CH:16][CH:17]=1. Reported procedure: The procedure of Step 6 of Example 1 was repeated except for using 6-hydroxy-3-phenyl-2-(pyridin-3-yl)-1H-inden-1-one obtained in Step 1 as a starting material instead of 2-bromo-6-hydroxy-3-phenyl-1H-inden-1-one, tert-butyl 4-(3-hydroxypropyl)piperazine-1-carboxylate instead of 4-(2-hydroxyethyl)morpholine, being stirred for 19 h, and being recrystallized with EtOAc to obtain the title compound (45%).